Dataset: the Open Reaction Database (ORD), a public repository of structured organic reaction records. Task: describe an organic reaction: reactants, conditions, products, and yield Reactants: [Al+3], [Cl-], [Cl-], [Cl-], [Cl-], O=C(O)CCCc1c(Cl)cccc1-c1ccccc1, Cl, S=C=S. The product is O=C1CCCc2c(Cl)cccc2-c2ccccc21. As a reaction SMILES: [Al+3:22].[Cl-:1].[Cl-:21].[Cl-:23].[Cl-:24].[Cl:2][c:3]1[c:4]([CH2:15][CH2:16][CH2:17][C:18](=[O:19])[OH:20])[c:5](-[c:9]2[cH:10][cH:11][cH:12][cH:13][cH:14]2)[cH:6][cH:7][cH:8]1.[ClH:25].[S:26]=[C:27]=[S:28]>>[Cl:2][c:3]1[c:4]2[c:5]([cH:6][cH:7][cH:8]1)-[c:9]1[cH:10][cH:11][cH:12][cH:13][c:14]1[C:18](=[O:20])[CH2:17][CH2:16][CH2:15]2. The reactants are BrB(Br)Br, ClCCl, COc1cccc(Cn2c(S)nnc2CN2CCN(C)CC2)c1. The product is CN1CCN(Cc2nnc(S)n2Cc2cccc(O)c2)CC1. Reaction SMILES: [B:1]([Br:2])([Br:3])[Br:4].[CH2:28]([Cl:29])[Cl:30].[SH:5][c:6]1[n:7][n:8][c:9]([CH2:20][N:21]2[CH2:22][CH2:23][N:24]([CH3:27])[CH2:25][CH2:26]2)[n:10]1[CH2:11][c:12]1[cH:13][c:14]([O:18][CH3:19])[cH:15][cH:16][cH:17]1>>[SH:5][c:6]1[n:7][n:8][c:9]([CH2:20][N:21]2[CH2:22][CH2:23][N:24]([CH3:27])[CH2:25][CH2:26]2)[n:10]1[CH2:11][c:12]1[cH:13][c:14]([OH:18])[cH:15][cH:16][cH:17]1. Yields the product CNc1nc(NC)c2c(n1)N1CCCC1CN(c1cccc(-c3nn(C)c(=O)o3)c1)C2=O. Reaction SMILES: [C:44](=[O:45])([OH:46])[O-:47].[CH2:51]1[O:52][CH2:53][CH2:54][CH2:55]1.[CH3:1][NH:2][c:3]1[n:4][c:5]([S:31][CH3:32])[n:6][c:7]2[c:16]1[C:15](=[O:17])[N:14]([c:18]1[cH:19][c:20](-[c:24]3[n:25][n:26]([CH3:30])[c:27](=[O:29])[o:28]3)[cH:21][cH:22][cH:23]1)[CH2:13][CH:12]1[N:8]2[CH2:9][CH2:10][CH2:11]1.[CH3:49][NH2:50].[CH:59]([Cl:60])([Cl:61])[Cl:62].[Cl:56][CH2:57][Cl:58].[Na+:48].[OH:33][O:34][C:35]([c:36]1[cH:37][c:38]([Cl:39])[cH:40][cH:41][cH:42]1)=[O:43]>>[CH3:1][NH:2][c:3]1[n:4][c:5]([NH:50][CH3:49])[n:6][c:7]2[c:16]1[C:15](=[O:17])[N:14]([c:18]1[cH:19][c:20](-[c:24]3[n:25][n:26]([CH3:30])[c:27](=[O:29])[o:28]3)[cH:21][cH:22][cH:23]1)[CH2:13][CH:12]1[N:8]2[CH2:9][CH2:10][CH2:11]1. The reactants are O=C([O-])O, C1CCOC1, CNc1nc(SC)nc2c1C(=O)N(c1cccc(-c3nn(C)c(=O)o3)c1)CC1CCCN21, CN, ClC(Cl)Cl, ClCCl, [Na+], O=C(OO)c1cccc(Cl)c1. Starting materials: Cc1ccccc1, N, O, O=C(O)C(CC(O)(Cc1c[nH]c2ccccc12)C(=O)O)=NO, CC(N)c1ccccc1. Yields the product [NH4+], O=C(O)C(CC(O)(Cc1c[nH]c2ccccc12)C(=O)O)=NO. RXN SMILES: [CH3:34][c:35]1[cH:36][cH:37][cH:38][cH:39][cH:40]1.[NH3:33].[OH2:32].[OH:10][C:11]([CH2:12][C:13]([C:14](=[O:15])[OH:16])=[N:17][OH:18])([C:19](=[O:20])[OH:21])[CH2:22][c:23]1[cH:24][nH:25][c:26]2[cH:27][cH:28][cH:29][cH:30][c:31]12.[c:1]1([CH:2]([CH3:3])[NH2:9])[cH:4][cH:5][cH:6][cH:7][cH:8]1>>[NH4+:9].[OH:10][C:11]([CH2:12][C:13]([C:14](=[O:15])[OH:16])=[N:17][OH:18])([C:19](=[O:20])[OH:21])[CH2:22][c:23]1[cH:24][nH:25][c:26]2[cH:27][cH:28][cH:29][cH:30][c:31]12.